Dataset: the Open Reaction Database (ORD), a public repository of structured organic reaction records. Task: describe an organic reaction: reactants, conditions, products, and yield Starting materials: ClC1=NC(=NC2=CC(=C(C=C12)OC)OC)C1=CC=C(C=C1)Cl (4-chloro-2-(4-chlorophenyl)-6,7-dimethoxyquinazoline), NC1=C([Se]C(=C1)C(C)(C)C)C(=O)N (3-amino-5-tert-butylselenophene-2-carboxamide), CN(C)C=O.[OH-].[Na+] (DMF NaOH). Product: ClC1=CC=C(C=C1)C1=NC2=CC(=C(C=C2C(=N1)NC1=C([Se]C(=C1)C(C)(C)C)C(=O)N)OC)OC (3-(2-(4-Chlorophenyl)-6,7-dimethoxyquinazolin-4-ylamino)-5-tert-butylselenophene-2-carboxamide). As a reaction SMILES: Cl[C:2]1[C:11]2[C:6](=[CH:7][C:8]([O:14][CH3:15])=[C:9]([O:12][CH3:13])[CH:10]=2)[N:5]=[C:4]([C:16]2[CH:21]=[CH:20][C:19]([Cl:22])=[CH:18][CH:17]=2)[N:3]=1.[NH2:23][C:24]1[CH:28]=[C:27]([C:29]([CH3:32])([CH3:31])[CH3:30])[Se:26][C:25]=1[C:33]([NH2:35])=[O:34].CN(C=O)C.[OH-].[Na+]>>[Cl:22][C:19]1[CH:20]=[CH:21][C:16]([C:4]2[N:3]=[C:2]([NH:23][C:24]3[CH:28]=[C:27]([C:29]([CH3:32])([CH3:30])[CH3:31])[Se:26][C:25]=3[C:33]([NH2:35])=[O:34])[C:11]3[C:6](=[CH:7][C:8]([O:14][CH3:15])=[C:9]([O:12][CH3:13])[CH:10]=3)[N:5]=2)=[CH:17][CH:18]=1 |f:2.3.4|. Procedure: The reaction of 4-chloro-2-(4-chlorophenyl)-6,7-dimethoxyquinazoline with 3-amino-5-tert-butylselenophene-2-carboxamide in the presence of DMF/NaOH as described in Example 1 gave title compound as a white color solid, mp 268-270° C. 1H NMR (400 MHz, CDCl3): δ 12.03 (1H, s, exchangeable with D2O), 9.05 (1H, s), 8.49 (2H, d, J=8.4 Hz), 7.45 (2H, d, J=8.4 Hz), 7.37 (1H, s), 7.32 (1H, s), 5.37 (2H, s, exchangeable with D2O), 4.11 (3H, s), 4.06 (3H, s), 1.52 (9H, s); 13C NMR (100 MHz, CDCl3): δ 168.6... The reactants are FC(C(C(F)(F)F)(O)C1=CC=C(NS(=O)(=O)C)C=C1)(F)F (4'-(hexafluoro-2-hydroxy-2-propyl)methanesulfonanilide), C(=O)([O-])[O-].[K+].[K+] (K2CO3), ClC(=O)OCC (ethyl chloroformate). The solvent is C(C)#N (acetonitrile). Reaction conditions: time 16 hour. Product: C(C)OC(=O)N(C1=CC=C(C=C1)C(C(F)(F)F)(C(F)(F)F)O)S(=O)(=O)C (N-ethoxycarbonyl-4'-(hexafluoro-2-hydroxy-2-propyl)methanesulfonanilide). As a reaction SMILES: [F:1][C:2]([F:21])([F:20])[C:3]([C:9]1[CH:19]=[CH:18][C:12]([NH:13][S:14]([CH3:17])(=[O:16])=[O:15])=[CH:11][CH:10]=1)([OH:8])[C:4]([F:7])([F:6])[F:5].C([O-])([O-])=O.[K+].[K+].Cl[C:29]([O:31][CH2:32][CH3:33])=[O:30]>C(#N)C>[CH2:32]([O:31][C:29]([N:13]([S:14]([CH3:17])(=[O:15])=[O:16])[C:12]1[CH:18]=[CH:19][C:9]([C:3]([OH:8])([C:4]([F:7])([F:6])[F:5])[C:2]([F:1])([F:20])[F:21])=[CH:10][CH:11]=1)=[O:30])[CH3:33] |f:1.2.3|. Procedure details: To 6.7 g (20 mmole) 4'-(hexafluoro-2-hydroxy-2-propyl)-methanesulfonanilide (prepared as in Example 1) in 100 ml acetonitrile, add 4.1 g (30 mmole) K2CO3 and 2.2 g (20 mmole) ethyl chloroformate. Stir 16 hours, filter and concentrate. Partition the residue between Et2O and 5% Na2CO3. Dry, concentrate and recrystallize first from Et2O-hexane and then from toluene to give the product; m.p. 108°-112° C.